Dataset: the Open Reaction Database (ORD), a public repository of structured organic reaction records. Task: describe an organic reaction: reactants, conditions, products, and yield Reactants: CCOC(=O)c1nc2n(c(=O)c1OCc1ccccc1)CCOC2CCSC, Cl, [Li+], C1CCOC1, [OH-], O. Yields the product CSCCC1OCCn2c1nc(C(=O)O)c(OCc1ccccc1)c2=O. RXN SMILES: [CH2:1]([c:2]1[cH:3][cH:4][cH:5][cH:6][cH:7]1)[O:8][c:9]1[c:10]([C:24](=[O:25])[O:26][CH2:27][CH3:28])[n:11][c:12]2[n:17]([c:18]1=[O:19])[CH2:16][CH2:15][O:14][CH:13]2[CH2:20][CH2:21][S:22][CH3:23].[ClH:31].[Li+:29].[O:32]1[CH2:33][CH2:34][CH2:35][CH2:36]1.[OH-:30].[OH2:37]>>[CH2:1]([c:2]1[cH:3][cH:4][cH:5][cH:6][cH:7]1)[O:8][c:9]1[c:10]([C:24](=[O:25])[OH:26])[n:11][c:12]2[n:17]([c:18]1=[O:19])[CH2:16][CH2:15][O:14][CH:13]2[CH2:20][CH2:21][S:22][CH3:23].